Dataset: the Open Reaction Database (ORD), a public repository of structured organic reaction records. Task: describe an organic reaction: reactants, conditions, products, and yield Reagents/catalysts: [Pd] (palladium on charcoal). Reactants: C=C1C2=C(CC(CC3=C1C=CC=C3)=O)C=CC=C2 (12-methylene-5,6,7,12-tetrahydrodibenzo[a,d]cycloocten-6-one), [H][H] (hydrogen), [H][H] (hydrogen). Run in C(C)O (ethanol). Procedure: 31.4 g. (0.134 mole) of 12-methylene-5,6,7,12-tetrahydrodibenzo[a,d]cycloocten-6-one and 270 mg. of 10% palladium on charcoal were combined in 225 ml. of 95% ethanol and shaken under 50 p.s.i.g. of hydrogen. When hydrogen uptake ceased at about 1 mole equivalent, the mixture was filtered and evaporated in vacuo to give 31.1 g. of white solid, m.p. 152°-155° C. RXN SMILES: [CH2:1]=[C:2]1[C:9]2[CH:10]=[CH:11][CH:12]=[CH:13][C:8]=2[CH2:7][C:6](=[O:14])[CH2:5][C:4]2[CH:15]=[CH:16][CH:17]=[CH:18][C:3]1=2.[H][H]>[Pd].C(O)C>[CH3:1][CH:2]1[C:9]2[CH:10]=[CH:11][CH:12]=[CH:13][C:8]=2[CH2:7][C:6](=[O:14])[CH2:5][C:4]2[CH:15]=[CH:16][CH:17]=[CH:18][C:3]1=2. The product is CC1C2=C(CC(CC3=C1C=CC=C3)=O)C=CC=C2 (12-methyl-5,6,7,12-tetrahydrodibenzo[a,d]cycloocten-6-one). The reactants are CS(C)=O, CC(C)c1ccc(S(N)(=O)=O)nc1, COc1ccccc1Oc1c(Cl)nc(C)nc1Cl, [K], O. The product is COc1ccccc1Oc1c(Cl)nc(C)nc1NS(=O)(=O)c1ccc(C(C)C)cn1. As a reaction SMILES: [CH3:33][S:34]([CH3:35])=[O:36].[CH:20]([CH3:21])([CH3:22])[c:23]1[cH:24][cH:25][c:26]([S:29](=[O:30])(=[O:31])[NH2:32])[n:27][cH:28]1.[Cl:1][c:2]1[n:3][c:4]([CH3:18])[n:5][c:6]([Cl:17])[c:7]1[O:8][c:9]1[c:10]([O:15][CH3:16])[cH:11][cH:12][cH:13][cH:14]1.[K:19].[OH2:37]>>[c:2]1([NH:32][S:29]([c:26]2[cH:25][cH:24][c:23]([CH:20]([CH3:21])[CH3:22])[cH:28][n:27]2)(=[O:30])=[O:31])[n:3][c:4]([CH3:18])[n:5][c:6]([Cl:17])[c:7]1[O:8][c:9]1[c:10]([O:15][CH3:16])[cH:11][cH:12][cH:13][cH:14]1. Starting materials: C(C#C)OS(=O)(=O)C (methanesulfonic acid prop-2-ynyl ester), N1CCOCC1 (morpholine), C(=O)([O-])[O-].[Na+].[Na+] (Na2CO3). The solvent is C(C)O (ethanol). Run at time 6 hour. Product: C(C#C)N1CCOCC1 (4-Prop-2-ynyl-morpholine). The yield is 120.3%. Reaction SMILES: [CH2:1](OS(C)(=O)=O)[C:2]#[CH:3].[NH:9]1[CH2:14][CH2:13][O:12][CH2:11][CH2:10]1.C([O-])([O-])=O.[Na+].[Na+]>C(O)C>[CH2:3]([N:9]1[CH2:14][CH2:13][O:12][CH2:11][CH2:10]1)[C:2]#[CH:1] |f:2.3.4|. Procedure details: A mixture of methanesulfonic acid prop-2-ynyl ester (3.44 g, 25.7 mmoles), prepared as described in example 136, morpholine (5.4 g) and Na2CO3 (3.3 g, 30.84 mmoles) in ethanol was stirred at room temperature for 6 hours. The solid was filtered off and the solution was concentrated and poured into water. The mixture was acidified with HCl, extracted with ethyl ether, alkalinised with NaHCO3 and extracted with ethyl acetate. The organic phase was anhydrified over Na2SO4 and dried to give 3.87 g of... Starting materials: CSC1=CC=C(N)C=C1 (4-(methylthio)aniline), C(O)([O-])=O.[Na+] (sodium hydrogencarbonate), BrCC(=O)Br (bromoacetyl bromide). The solvent is C(Cl)(Cl)Cl (chloroform), C(Cl)(Cl)Cl (chloroform). Reaction conditions: time 1 hour. The product is BrCC(=O)NC1=CC=C(C=C1)SC (2-Bromo-4′-(methylthio)acetanilide). As a reaction SMILES: [CH3:1][S:2][C:3]1[CH:9]=[CH:8][C:6]([NH2:7])=[CH:5][CH:4]=1.C(=O)([O-])O.[Na+].[Br:15][CH2:16][C:17](Br)=[O:18]>C(Cl)(Cl)Cl>[Br:15][CH2:16][C:17]([NH:7][C:6]1[CH:8]=[CH:9][C:3]([S:2][CH3:1])=[CH:4][CH:5]=1)=[O:18] |f:1.2|. Reported procedure: To a solution of 4-(methylthio)aniline (200 mg, 1.44 mmol) in chloroform (2 ml), a saturated aqueous solution of sodium hydrogencarbonate (2 ml) was added, followed by the dropwise addition of a solution of bromoacetyl bromide (300 mg, 1.49 mmol) in chloroform (2 ml) under ice cooling. The mixture was then stirred for 1 hour. The chloroform layer was separated, washed successively with 2N hydrochloric acid (10 ml) and brine (10 ml), and then dried over anhydrous sodium sulfate. The solvent was d... Starting materials: C(#N)C=1C=CC2=C(NCC(O2)C(=O)OC)C1 (methyl 6-cyano-3,4-dihydro-2H-1,4-benzoxazine-2-carboxylate), C(=O)([O-])[O-].[K+].[K+] (K2CO3), ClC(=O)OCC (ethyl chloroformate). The solvent is ClCCl (dichloromethane). Reaction conditions: temperature 0 celsius. The product is C(#N)C1=CC2=C(OC(CN2C(=O)OCC)C(=O)OC)C=C1 (4-ethyl 2-methyl 6-cyano-2H-benzo[b][1,4]oxazine-2,4(3H)-dicarboxylate), oil. Isolated yield 80.0%. Reaction SMILES: [C:1]([C:3]1[CH:4]=[CH:5][C:6]2[O:11][CH:10]([C:12]([O:14][CH3:15])=[O:13])[CH2:9][NH:8][C:7]=2[CH:16]=1)#[N:2].C([O-])([O-])=O.[K+].[K+].Cl[C:24]([O:26][CH2:27][CH3:28])=[O:25]>ClCCl>[C:1]([C:3]1[CH:4]=[CH:5][C:6]2[O:11][CH:10]([C:12]([O:14][CH3:15])=[O:13])[CH2:9][N:8]([C:24]([O:26][CH2:27][CH3:28])=[O:25])[C:7]=2[CH:16]=1)#[N:2] |f:1.2.3|. Reported procedure: A mixture of methyl 6-cyano-3,4-dihydro-2H-1,4-benzoxazine-2-carboxylate (629 mg, 2.88 mmol) and K2CO3 (1195 mg, 8.65 mmol) in dichloromethane (30 mL) was cooled at 0° C. and ethyl chloroformate (0.76 mL, 7.8 mmol) was added. The mixture was heated at reflux temperature for 30 h. The reaction was cooled and extracted with dichloromethane (3×20 mL), dried over Na2SO4 and concentrated. The product 4-ethyl 2-methyl 6-cyano-2H-benzo[b][1,4]oxazine-2,4(3H)-dicarboxylate was obtained as a yellow oil (... Reported procedure: mL ethyl magnesium bromide solution (191.8 mmol, 1.10 eq) were diluted with 182.6 mL diethylether. The solution was cooled to −15° C. and a solution of 30.20 g of compound (8) as obtained from example 1 (174.4 mmol) in 60.4 mL diethylether was added dropwise. The resulting viscous suspension was stirred for additional 75 min at −15° C. Subsequently, the reaction was quenched by addition of 14.96 mL acetic acid (261.6 mmol, 1.5 eq). Then, 35 mL water were added to dissolve all salts and the cooli... The reactants are C(C)(=O)O (acetic acid), C(C)[Mg]Br (ethyl magnesium bromide), C(C)OC(C(=O)N(CC)CC)=O (N,N-diethyl-oxalamic acid ethyl ester), example 1, O (water). Run in C(C)OCC (diethylether), C(C)OCC (diethylether). RXN SMILES: [CH2:1]([Mg]Br)[CH3:2].C(O[C:8](=[O:16])[C:9]([N:11]([CH2:14][CH3:15])[CH2:12][CH3:13])=[O:10])C.C(O)(=O)C.O>C(OCC)C>[CH2:14]([N:11]([CH2:12][CH3:13])[C:9](=[O:10])[C:8](=[O:16])[CH2:1][CH3:2])[CH3:15]. Yield: 68.1%. Product: C(C)N(C(C(CC)=O)=O)CC (N,N-diethyl-2-oxo butyramide). Conditions: temperature -15 celsius, time 75 minute. Reactants: C(C)(C)C1=C(C(=CC=C1)C(C)C)Br (2,6-Diisopropylbromobenzene), C(CCC)[Li] (n-butyl lithium), C(=O)=O (dry ice), C(=O)=O (dry ice). Run in hexanes, Cl (hydrochloric acid). Run at temperature -29 celsius, time 1 hour. The product is C(C)(C)C1=C(C(=O)O)C(=CC=C1)C(C)C (2,6-Diisopropylbenzoic Acid). As a reaction SMILES: [CH:1]([C:4]1[CH:9]=[CH:8][CH:7]=[C:6]([CH:10]([CH3:12])[CH3:11])[C:5]=1Br)([CH3:3])[CH3:2].C([Li])CCC.[C:19](=[O:21])=[O:20]>Cl>[CH:1]([C:4]1[CH:9]=[CH:8][CH:7]=[C:6]([CH:10]([CH3:12])[CH3:11])[C:5]=1[C:19]([OH:21])=[O:20])([CH3:3])[CH3:2]. Procedure: 2,6-Diisopropylbromobenzene (21.58 g, 0.0895 mol) was cooled to -23° C. under nitrogen and 2.5 M n-butyl lithium in hexanes (36 mL) was added dropwise as the temperature further cooled to -29° C. When the addition was complete, the reaction mixture was warmed to 0° C. and was stirred 1 hour at zero and was then poured onto a large excess of crushed dry ice. The mixture was stirred with a glass rod. When the dry ice had sublimed, hydrochloric acid (1N, 200 mL) was added and the mixture was extrac...